Dataset: the Open Reaction Database (ORD), a public repository of structured organic reaction records. Task: describe an organic reaction: reactants, conditions, products, and yield Starting materials: C(C)(C)(C)OC(N[C@@H](C)C(NC1=NC=CC=C1NC1=CC=CC=C1)=O)=O ([(S)-1-(3-phenylaminopyridin-2-ylcarbamoyl)ethyl]carbamic acid tert-butyl ester). Solvent: CC(=O)O (AcOH). Reaction conditions: temperature 75 celsius. Product: C(C)(C)(C)OC(N[C@@H](C)C=1N(C=2C(=NC=CC2)N1)C1=CC=CC=C1)=O ([(S)-1-(1-Phenyl-1H-imidazo[4,5-b]pyridin-2-yl)ethyl]carbamic acid tert-butyl ester). Isolated yield 98.9%. Reaction SMILES: [C:1]([O:5][C:6](=[O:26])[NH:7][C@H:8]([C:10](=O)[NH:11][C:12]1[C:17]([NH:18][C:19]2[CH:24]=[CH:23][CH:22]=[CH:21][CH:20]=2)=[CH:16][CH:15]=[CH:14][N:13]=1)[CH3:9])([CH3:4])([CH3:3])[CH3:2]>CC(O)=O>[C:1]([O:5][C:6](=[O:26])[NH:7][C@H:8]([C:10]1[N:18]([C:19]2[CH:24]=[CH:23][CH:22]=[CH:21][CH:20]=2)[C:17]2[C:12]([N:11]=1)=[N:13][CH:14]=[CH:15][CH:16]=2)[CH3:9])([CH3:4])([CH3:3])[CH3:2]. Procedure: A mixture of [(S)-1-(3-phenylaminopyridin-2-ylcarbamoyl)ethyl]carbamic acid tert-butyl ester (980 mg, 2.75 mmol) in AcOH (25 mL) was heated for 10 h at 75° C. under a nitrogen atmosphere. The volatiles were removed in vacuo and the resulting residue partitioned between DCM and a saturated aqueous solution of NaHCO3. The aqueous phase was further extracted with DCM (×3) and the combined organic fractions washed with water, followed by brine, then dried (Na2SO4) and concentrated in vacuo to afford...